This data is from the Open Reaction Database (ORD), a public repository of structured organic reaction records. The task is: describe an organic reaction: reactants, conditions, products, and yield Reactants: O=C=Nc1ccc(Cl)cc1, Cl, CN1CCCCC1=N, c1ccccc1. Product: CN1CCCCC1=NC(=O)Nc1ccc(Cl)cc1. RXN SMILES: [Cl:10][c:11]1[cH:12][cH:13][c:14]([N:17]=[C:18]=[O:19])[cH:15][cH:16]1.[ClH:1].[NH:2]=[C:3]1[N:4]([CH3:9])[CH2:5][CH2:6][CH2:7][CH2:8]1.[cH:20]1[cH:21][cH:22][cH:23][cH:24][cH:25]1>>[N:2](=[C:3]1[N:4]([CH3:9])[CH2:5][CH2:6][CH2:7][CH2:8]1)[C:18]([NH:17][c:14]1[cH:13][cH:12][c:11]([Cl:10])[cH:16][cH:15]1)=[O:19]. The reactants are O=Cc1cc(Br)ncc1Cl, CO, COC(OC)OC, O, Cc1ccc(S(=O)(=O)O)cc1. Product: COC(OC)c1cc(Br)ncc1Cl. As a reaction SMILES: [Br:1][c:2]1[n:3][cH:4][c:5]([Cl:10])[c:6]([CH:8]=[O:9])[cH:7]1.[CH3:30][OH:31].[CH:11]([O:12][CH3:13])([O:14][CH3:15])[O:16][CH3:17].[OH2:18].[c:19]1([CH3:20])[cH:21][cH:22][c:23]([S:24]([OH:25])(=[O:26])=[O:27])[cH:28][cH:29]1>>[Br:1][c:2]1[n:3][cH:4][c:5]([Cl:10])[c:6]([CH:11]([O:12][CH3:13])[O:14][CH3:15])[cH:7]1. Starting materials: CC(C)(C)OC(=O)NCC(=O)O, CCN=C=NCCCN(C)C, CN(C)c1ccncc1, Cl, Nc1ncnc2c1c(-c1ccc(Oc3ccccc3)cc1)cn2C1CCC(O)C1, CN(C)C=O. Product: CC(C)(C)OC(=O)NCC(=O)OC1CCC(n2cc(-c3ccc(Oc4ccccc4)cc3)c3c(N)ncnc32)C1. Reaction SMILES: [C:30]([CH3:31])([CH3:32])([CH3:33])[O:34][C:35](=[O:36])[NH:37][CH2:38][C:39](=[O:40])[OH:41].[CH3:43][N:44]([CH3:45])[CH2:46][CH2:47][CH2:48][N:49]=[C:50]=[N:51][CH2:52][CH3:53].[CH3:54][N:55]([CH3:56])[c:57]1[cH:58][cH:59][n:60][cH:61][cH:62]1.[ClH:42].[NH2:1][c:2]1[c:3]2[c:4]([n:5][cH:6][n:7]1)[n:8]([CH:24]1[CH2:25][CH:26]([OH:29])[CH2:27][CH2:28]1)[cH:9][c:10]2-[c:11]1[cH:12][cH:13][c:14]([O:17][c:18]2[cH:19][cH:20][cH:21][cH:22][cH:23]2)[cH:15][cH:16]1.[O:63]=[CH:64][N:65]([CH3:66])[CH3:67]>>[NH2:1][c:2]1[c:3]2[c:4]([n:5][cH:6][n:7]1)[n:8]([CH:24]1[CH2:25][CH:26]([O:29][C:39]([CH2:38][NH:37][C:35]([O:34][C:30]([CH3:31])([CH3:32])[CH3:33])=[O:36])=[O:40])[CH2:27][CH2:28]1)[cH:9][c:10]2-[c:11]1[cH:12][cH:13][c:14]([O:17][c:18]2[cH:19][cH:20][cH:21][cH:22][cH:23]2)[cH:15][cH:16]1. The reactants are CCI, C1CCOC1, [H-], [Na+], OC1CCC2(CC1)OCCO2. Yields the product CCOC1CCC2(CC1)OCCO2. Reaction SMILES: [CH2:14]([CH3:15])[I:16].[CH2:17]1[O:18][CH2:19][CH2:20][CH2:21]1.[H-:1].[Na+:2].[O:3]1[CH2:4][CH2:5][O:6][C:7]12[CH2:8][CH2:9][CH:10]([OH:13])[CH2:11][CH2:12]2>>[O:3]1[CH2:4][CH2:5][O:6][C:7]12[CH2:8][CH2:9][CH:10]([O:13][CH2:14][CH3:15])[CH2:11][CH2:12]2. The reactants are ice, S(=S)(=O)([O-])[O-].[Na+].[Na+] (sodium thiosulfate), C(CCCCCC)C1=C(NC(=CC1=O)C)C (3-heptyl-2,6-dimethylpyridin-4(1H)-one), ceric ammonium nitrate, II (iodine). The solvent is C(C)#N (acetonitrile). Reaction conditions: temperature 70 celsius, time 7 hour. Yields the product C(CCCCCC)C1=C(NC(=C(C1=O)I)C)C (3-heptyl-5-iodo-2,6-dimethylpyridin-4(1H)-one). RXN SMILES: [CH2:1]([C:8]1[C:13](=[O:14])[CH:12]=[C:11]([CH3:15])[NH:10][C:9]=1[CH3:16])[CH2:2][CH2:3][CH2:4][CH2:5][CH2:6][CH3:7].[I:17]I.S([O-])([O-])(=O)=S.[Na+].[Na+]>C(#N)C>[CH2:1]([C:8]1[C:13](=[O:14])[C:12]([I:17])=[C:11]([CH3:15])[NH:10][C:9]=1[CH3:16])[CH2:2][CH2:3][CH2:4][CH2:5][CH2:6][CH3:7] |f:2.3.4|. Reported procedure: To a solution of 3 (100 mg, 0.45 mmol) in acetonitrile (2.5 mL) was added ceric ammonium nitrate (25 mg, 0.045 mmol) followed by iodine (126 mg, 0.495 mmol). The reaction mixture was stirred at 70° C. under nitrogen for 7 h. After completion of the reaction, the mixture was cooled to room temperature and treated with an ice-cold aqueous solution of sodium thiosulfate with stirring. The mixture was extracted with portions of ethyl ether. The combined organic phase was dried over anhydrous MgSO4 a... Reactants: FC=1C=C(C=C(C1)OC)CCN(N)C1=CC=NC=C1 (N-[2-(3-fluoro-5-methoxyphenyl)ethyl]-N-pyridin-4-yl hydrazine), COCCl (chloromethyl methyl ether), C(C)(=O)O (acetic acid), [OH-].[Na+] (Sodium hydroxide). Conditions: temperature 0 celsius. The product is FC=1C=C2CCN(CC2=CC1OC)NC1=CC=NC=C1 ((6-Fluoro-7-methoxy-3,4-dihydro-1H-isoquinolin-2-yl)-4-pyridinylamine). Yield: 23.0%. As a reaction SMILES: [F:1][C:2]1[CH:3]=[C:4]([CH2:10][CH2:11][N:12]([C:14]2C=CN=CC=2)[NH2:13])[CH:5]=[C:6](OC)[CH:7]=1.C[O:21][CH2:22]Cl.[OH-].[Na+].[C:26](O)(=O)[CH3:27]>>[F:1][C:2]1[CH:3]=[C:4]2[C:5](=[CH:6][C:7]=1[O:21][CH3:22])[CH2:14][N:12]([NH:13][C:27]1[CH:26]=[CH:14][N:12]=[CH:11][CH:10]=1)[CH2:11][CH2:10]2 |f:2.3|. Procedure: Lithium aluminum hydride (4.5 g) was added portionwise to a suspension of the N-[2-(3-fluoro-5-methoxyphenyl)ethylidine]-N'-4-hydrazine hydrochloride (16.8 g) in tetrahydrofuran (300 ml) at 0° C. The reaction mixture was stirred at ambient temperature for 1 hr, and sodium sulfate decahydrate was added. The mixture was filtered and was concentrated to provide 15.1 g of N-[2-(3-fluoro-5-methoxyphenyl)ethyl]-N-pyridin-4-yl hydrazine. A solution of N-[2-(3-fluoro-5-methoxyphenyl)ethyl]-N-pyridin-4-y...